Dataset: the Open Reaction Database (ORD), a public repository of structured organic reaction records. Task: describe an organic reaction: reactants, conditions, products, and yield Starting materials: ClC1=NC=CC=C1[N+](=O)[O-] (2-chloro-3-nitropyridine), C(C1=CC=CC=C1)N (benzylamine). The product is C(C1=CC=CC=C1)NC1=NC=CC=C1[N+](=O)[O-] (2-benzylamino-3-nitropyridine). Isolated yield 91.0%. Reaction SMILES: Cl[C:2]1[C:7]([N+:8]([O-:10])=[O:9])=[CH:6][CH:5]=[CH:4][N:3]=1.[CH2:11]([NH2:18])[C:12]1[CH:17]=[CH:16][CH:15]=[CH:14][CH:13]=1>>[CH2:11]([NH:18][C:2]1[C:7]([N+:8]([O-:10])=[O:9])=[CH:6][CH:5]=[CH:4][N:3]=1)[C:12]1[CH:17]=[CH:16][CH:15]=[CH:14][CH:13]=1. Procedure details: In accordance with the same procedures as in Step 1 of Preparation 4, except for using 2-chloro-3-nitropyridine and benzylamine, the titled compound was obtained as yellow solid. (Yield: 91%) Starting materials: C([C@@H](O)[C@@H](O)[C@H](O)[C@H](O)CO)O (D-Mannitol), C([O-])(O)=O.[Na+] (Sodium Bicarbonate). Run in O (water). The product is C([C@@H](O)[C@@H](O)[C@H](O)[C@H](O)CO)O.C([O-])(O)=O.[Na+] (D-Mannitol Sodium Bicarbonate). As a reaction SMILES: [CH2:1]([OH:12])[C@H:2]([C@H:4]([C@@H:6]([C@@H:8]([CH2:10][OH:11])[OH:9])[OH:7])[OH:5])[OH:3].[C:13](=[O:16])([OH:15])[O-:14].[Na+:17]>O>[CH2:10]([OH:11])[C@H:8]([C@H:6]([C@@H:4]([C@@H:2]([CH2:1][OH:12])[OH:3])[OH:5])[OH:7])[OH:9].[C:13](=[O:14])([OH:16])[O-:15].[Na+:17] |f:1.2,4.5.6|. Reported procedure: siRNA was added to the pre-weighed D-Mannitol and Sodium Bicarbonate, and they were dissolved in RNase-free sterile water.